Dataset: the Open Reaction Database (ORD), a public repository of structured organic reaction records. Task: describe an organic reaction: reactants, conditions, products, and yield Reactants: C2, CC(=O)OCC1=C(N2[C@@H]([C@@H](C2=O)NC(=O)CC3=CC=CS3)SC1)C(=O)[O-].[Na+] (sodium cephalothin), CN(C(CN1N=NN=C1S)=O)C (N,N-dimethyl-5-mercapto-1H-tetrazol-1-ylacetamide), C6, [2H]C(C(=O)C([2H])([2H])[2H])([2H])[2H] ((CD3)2CO), C7. Solvent: C(C)O (ethanol). Product: S1C(=CC=C1)CC(=O)NC1[C@@H]2N(C(=C(CS2)CSC2=NN=NN2CC(N(C)C)=O)C(=O)O)C1=O (7-(Thien-2-ylacetamido)-3-[1-(N,N-dimethylcarbamoylmethyl)-1H-tetrazol-5-ylthio]methylceph-3-em-4-carboxylic acid). The yield is 44.1%. Reaction SMILES: CC(O[CH2:5][C:6]1[CH2:23][S:22][C@@H:9]2[C@H:10]([NH:13][C:14]([CH2:16][C:17]3[S:21][CH:20]=[CH:19][CH:18]=3)=[O:15])[C:11](=[O:12])[N:8]2[C:7]=1[C:24]([O-:26])=[O:25])=O.[Na+].[CH3:28][N:29]([CH3:39])[C:30](=[O:38])[CH2:31][N:32]1[C:36]([SH:37])=[N:35][N:34]=[N:33]1.[2H]C([2H])([2H])C(C([2H])([2H])[2H])=O>C(O)C>[S:21]1[CH:20]=[CH:19][CH:18]=[C:17]1[CH2:16][C:14]([NH:13][CH:10]1[C:11](=[O:12])[N:8]2[C:7]([C:24]([OH:26])=[O:25])=[C:6]([CH2:5][S:37][C:36]3[N:32]([CH2:31][C:30](=[O:38])[N:29]([CH3:28])[CH3:39])[N:33]=[N:34][N:35]=3)[CH2:23][S:22][C@H:9]12)=[O:15] |f:0.1|. Procedure details: Prepared from sodium cephalothin and N,N-dimethyl-5-mercapto-1H-tetrazol-1-ylacetamide as described in example 12(b) in 44.1% yield; t.l.c. (SiO2 ; B.A.W; 12:3:5) Rf=0.35; λmax (95% ethanol) 271 nm (ε 8,390); δ(free acid) [(CD3)2CO] 2.33 and 3.27 (6H, 2×s -N(CH3)2), 3.85 (2H,s, C2 methylene), 4.00 (2H,s, --CH2CO--), 4.47 (2H,bs, --CH2S--), 5.20 (1H,d, J 5 Hz, C6 proton), 5.55 (2H,s, --CH2CON(CH3)2), 5.97 (1H,dd, J 5 and 9 Hz, C7 proton), 6.9-8.0 (4H,m, thienyl protons and --CO2H), 8.29 (1H,d, J ... Starting materials: C[Si](CCOC(=O)C1=C(C=CC2=CC=CC=C12)N)(C)C (2-amino-naphthalene-1-carboxylic acid 2-trimethylsilanyl-ethyl ester), N1=CC=CC=C1 (pyridine), C(=O)(Cl)Cl (phosgene), C1(=CC=CC=C1)C=1C=CC2=C(C=C(O2)CO)C1 ((5-phenyl-benzofuran-2-yl)-methanol). Reagents/catalysts: CN(C1=CC=NC=C1)C (4-dimethylaminopyridine). The solvent is C1(=CC=CC=C1)C (toluene), C1(=CC=CC=C1)C (toluene), C1(=CC=CC=C1)C (toluene), CCOC(=O)C (EtOAc). Run at temperature 90 celsius. Yields the product C[Si](CCOC(=O)C1=C(C=CC2=CC=CC=C12)NC(=O)OCC=1OC2=C(C1)C=C(C=C2)C2=CC=CC=C2)(C)C (2-(5-phenyl-benzofuran-2-ylmethoxycarbonylamino)-naphthalene-1-carboxylic acid 2-trimethylsilanyl-ethyl ester). As a reaction SMILES: [CH3:1][Si:2]([CH3:20])([CH3:19])[CH2:3][CH2:4][O:5][C:6]([C:8]1[C:17]2[C:12](=[CH:13][CH:14]=[CH:15][CH:16]=2)[CH:11]=[CH:10][C:9]=1[NH2:18])=[O:7].N1C=CC=CC=1.[C:27](Cl)(Cl)=[O:28].[C:31]1([C:37]2[CH:38]=[CH:39][C:40]3[O:44][C:43]([CH2:45][OH:46])=[CH:42][C:41]=3[CH:47]=2)[CH:36]=[CH:35][CH:34]=[CH:33][CH:32]=1>C1(C)C=CC=CC=1.CN(C)C1C=CN=CC=1.CCOC(C)=O>[CH3:1][Si:2]([CH3:20])([CH3:19])[CH2:3][CH2:4][O:5][C:6]([C:8]1[C:17]2[C:12](=[CH:13][CH:14]=[CH:15][CH:16]=2)[CH:11]=[CH:10][C:9]=1[NH:18][C:27]([O:46][CH2:45][C:43]1[O:44][C:40]2[CH:39]=[CH:38][C:37]([C:31]3[CH:32]=[CH:33][CH:34]=[CH:35][CH:36]=3)=[CH:47][C:41]=2[CH:42]=1)=[O:28])=[O:7]. Reported procedure: To a solution of 2-amino-naphthalene-1-carboxylic acid 2-trimethylsilanyl-ethyl ester (604 mg, 2.1 mmol) in toluene (12 mL) were added pyridine (0.34 mL, 4.21 mmol) and 20% phosgene in toluene (1.58 mL, 3.04 mmol) under a nitrogen atmosphere. The mixture was heated at 90° C. for 1.5 h, cooled to room temperature and filtered. The filtrate was concentrated to dryness. To the residue were added toluene (12 mL), (5-phenyl-benzofuran-2-yl)-methanol (471 mg, 2.10 mmol) and 4-dimethylaminopyridine (26... Reactants: CO, [H][H], CC(=O)N1CCN(c2ccc([N+](=O)[O-])nc2)CC1. Yields the product CC(=O)N1CCN(c2ccc(N)nc2)CC1. As a reaction SMILES: [CH3:21][OH:22].[H:19][H:20].[N+:1]([O-:2])(=[O:3])[c:4]1[cH:5][cH:6][c:7]([N:10]2[CH2:11][CH2:12][N:13]([C:16]([CH3:17])=[O:18])[CH2:14][CH2:15]2)[cH:8][n:9]1>>[NH2:1][c:4]1[cH:5][cH:6][c:7]([N:10]2[CH2:11][CH2:12][N:13]([C:16]([CH3:17])=[O:18])[CH2:14][CH2:15]2)[cH:8][n:9]1. Starting materials: CC(=O)OC(C)=O, O=C1CNN(Cc2ccc(Cl)cc2)C(=O)N1, O. The product is CC(=O)N1CC(=O)NC(=O)N1Cc1ccc(Cl)cc1. Reaction SMILES: [CH3:1][C:2](=[O:3])[O:4][C:5](=[O:6])[CH3:7].[Cl:8][c:9]1[cH:10][cH:11][c:12]([CH2:13][N:14]2[NH:15][CH2:16][C:17](=[O:21])[NH:18][C:19]2=[O:20])[cH:22][cH:23]1.[OH2:24]>>[CH3:1][C:2](=[O:3])[N:15]1[N:14]([CH2:13][c:12]2[cH:11][cH:10][c:9]([Cl:8])[cH:23][cH:22]2)[C:19](=[O:20])[NH:18][C:17](=[O:21])[CH2:16]1.